Dataset: the Open Reaction Database (ORD), a public repository of structured organic reaction records. Task: describe an organic reaction: reactants, conditions, products, and yield Reactants: C1COCCO1, C1CCOC1, O=C(Cl)Cl, Nc1ccc2c(c1Cl)OCO2, Cl. Product: O=C=Nc1ccc2c(c1Cl)OCO2. RXN SMILES: [CH2:13]1[CH2:14][O:15][CH2:18][CH2:17][O:16]1.[CH2:23]1[O:24][CH2:25][CH2:26][CH2:27]1.[Cl:19][C:20](=[O:21])[Cl:22].[Cl:1][c:2]1[c:3]([NH2:11])[cH:4][cH:5][c:6]2[c:10]1[O:9][CH2:8][O:7]2.[ClH:12]>>[Cl:1][c:2]1[c:3]([N:11]=[C:14]=[O:15])[cH:4][cH:5][c:6]2[c:10]1[O:9][CH2:8][O:7]2.